From a dataset of the Open Reaction Database (ORD), a public repository of structured organic reaction records. describe an organic reaction: reactants, conditions, products, and yield RXN SMILES: [NH2:1][C:2]1[C:30]([Cl:31])=[CH:29][C:5]([C:6]([NH:8][CH2:9][CH:10]2[CH2:15][CH2:14][N:13]([CH2:16][CH2:17][CH2:18][CH2:19][CH2:20][NH:21][CH2:22][C:23]3[CH:28]=[CH:27][N:26]=[CH:25][CH:24]=3)[CH2:12][CH2:11]2)=[O:7])=[C:4]([O:32][CH3:33])[CH:3]=1.[CH:34](=O)[CH3:35].C([BH3-])#N.[Na+]>>[NH2:1][C:2]1[C:30]([Cl:31])=[CH:29][C:5]([C:6]([NH:8][CH2:9][CH:10]2[CH2:11][CH2:12][N:13]([CH2:16][CH2:17][CH2:18][CH2:19][CH2:20][N:21]([CH2:34][CH3:35])[CH2:22][C:23]3[CH:24]=[CH:25][N:26]=[CH:27][CH:28]=3)[CH2:14][CH2:15]2)=[O:7])=[C:4]([O:32][CH3:33])[CH:3]=1 |f:2.3|. Starting materials: NC1=CC(=C(C(=O)NCC2CCN(CC2)CCCCCNCC2=CC=NC=C2)C=C1Cl)OC (4-Amino-5-chloro-2-methoxy-N-((1-(5-((4-pyridylmethyl)amino)-pentyl)piperidin-4-yl)methyl)benzamide), C(C)=O (acetaldehyde), C(#N)[BH3-].[Na+] (sodium cyanoborohydride). Procedure: 4-Amino-5-chloro-2-methoxy-N-((1-(5-((4-pyridylmethyl)amino)-pentyl)piperidin-4-yl)methyl)benzamide (0.8 g) as starting compound, acetaldehyde (0.12 ml) and sodium cyanoborohydride (0.14 g) were reacted and treated in the same manner as in Example 136 to give 0.35 g of 4-amino-5-chloro-N-((1-(5-(N-ethyl-N-(4-pyridylmethyl)amino)pentyl)-piperidin-4-yl)methyl)-2-methoxybenzamide. Yields the product NC1=CC(=C(C(=O)NCC2CCN(CC2)CCCCCN(CC2=CC=NC=C2)CC)C=C1Cl)OC (4-amino-5-chloro-N-((1-(5-(N-ethyl-N-(4-pyridylmethyl)amino)pentyl)-piperidin-4-yl)methyl)-2-methoxybenzamide).